Dataset: the Open Reaction Database (ORD), a public repository of structured organic reaction records. Task: describe an organic reaction: reactants, conditions, products, and yield Reaction conditions: time 30 minute. The solvent is C1CCOC1 (THF), O (water). The reactants are N(=NC(=O)OCC)C(=O)OCC (diethyl azodicarboxylate), FC1=CC=C(C(=O)C2CCN(CC2)CCN(C(C2=CC=C(C=C2)CO)=O)C2=C(C=CC=C2)OC)C=C1 (N-{2-[4-(4-fluorobenzoyl)piperidino]ethyl}-4-hydroxymethyl-N-(2-methoxyphenyl)benzamide), C1(CCC(N1)=O)=O (succinimide), C1(=CC=CC=C1)P(C1=CC=CC=C1)C1=CC=CC=C1 (triphenylphosphine). Product: FC1=CC=C(C(=O)C2CCN(CC2)CCN(C(C2=CC=C(C=C2)CN2C(CCC2=O)=O)=O)C2=C(C=CC=C2)OC)C=C1 (N-{2-[4-(4-Fluorobenzoyl)piperidino]ethyl}-N-(2-methoxyphenyl)-4-succinimidomethylbenzamide). Yield: 66.8%. Procedure: In an atmosphere of argon, N-{2-[4-(4-fluorobenzoyl)piperidino]ethyl}-4-hydroxymethyl-N-(2-methoxyphenyl)benzamide (54 mg, 0.11 mmol), succinimide (13 mg, 0.132 mmol) and triphenylphosphine (34.6 mg, 0.132 mmol) were dissolved in THF (1 ml) to which was subsequently added dropwise diethyl azodicarboxylate (21 μl, 0.132 mmol) while cooling in an ice bath. After 30 minutes of stirring at room temperature, the reaction solution was diluted with water (10 ml) and extracted with ethyl acetate. The re... Reaction SMILES: [F:1][C:2]1[CH:36]=[CH:35][C:5]([C:6]([CH:8]2[CH2:13][CH2:12][N:11]([CH2:14][CH2:15][N:16]([C:27]3[CH:32]=[CH:31][CH:30]=[CH:29][C:28]=3[O:33][CH3:34])[C:17](=[O:26])[C:18]3[CH:23]=[CH:22][C:21]([CH2:24]O)=[CH:20][CH:19]=3)[CH2:10][CH2:9]2)=[O:7])=[CH:4][CH:3]=1.[C:37]1(=[O:43])[NH:41][C:40](=[O:42])[CH2:39][CH2:38]1.C1(P(C2C=CC=CC=2)C2C=CC=CC=2)C=CC=CC=1.N(C(OCC)=O)=NC(OCC)=O>C1COCC1.O>[F:1][C:2]1[CH:36]=[CH:35][C:5]([C:6]([CH:8]2[CH2:13][CH2:12][N:11]([CH2:14][CH2:15][N:16]([C:27]3[CH:32]=[CH:31][CH:30]=[CH:29][C:28]=3[O:33][CH3:34])[C:17](=[O:26])[C:18]3[CH:23]=[CH:22][C:21]([CH2:24][N:41]4[C:40](=[O:42])[CH2:39][CH2:38][C:37]4=[O:43])=[CH:20][CH:19]=3)[CH2:10][CH2:9]2)=[O:7])=[CH:4][CH:3]=1. The reactants are CC(C)CC(C)O, CO, CN1C(=O)CCN(C2CCCC2=O)c2nc(Cl)ncc21, COc1cc(C(=O)NC2CCN(C)CC2)ccc1N, O, O, Cc1ccc(S(=O)(=O)O)cc1. Yields the product COc1cc(C(=O)NC2CCN(C)CC2)ccc1Nc1ncc2c(n1)N(C1CCCC1=O)CCC(=O)N2C. As a reaction SMILES: [CH3:53][CH:54]([CH3:55])[CH2:56][CH:57]([OH:58])[CH3:59].[CH3:60][OH:61].[Cl:1][c:2]1[n:3][cH:4][c:5]2[c:11]([n:12]1)[N:10]([CH:13]1[C:14](=[O:18])[CH2:15][CH2:16][CH2:17]1)[CH2:9][CH2:8][C:7](=[O:19])[N:6]2[CH3:20].[NH2:21][c:22]1[c:23]([O:38][CH3:39])[cH:24][c:25]([C:26](=[O:27])[NH:28][CH:29]2[CH2:30][CH2:31][N:32]([CH3:35])[CH2:33][CH2:34]2)[cH:36][cH:37]1.[OH2:40].[OH2:52].[c:41]1([CH3:42])[cH:43][cH:44][c:45]([S:46]([OH:47])(=[O:48])=[O:49])[cH:50][cH:51]1>>[c:2]1([NH:21][c:22]2[c:23]([O:38][CH3:39])[cH:24][c:25]([C:26](=[O:27])[NH:28][CH:29]3[CH2:30][CH2:31][N:32]([CH3:35])[CH2:33][CH2:34]3)[cH:36][cH:37]2)[n:3][cH:4][c:5]2[c:11]([n:12]1)[N:10]([CH:13]1[C:14](=[O:18])[CH2:15][CH2:16][CH2:17]1)[CH2:9][CH2:8][C:7](=[O:19])[N:6]2[CH3:20]. The reactants are CC(=O)[O-], CC(=O)[O-], CO, O=c1cc(Cl)nc[nH]1, ClCCl, [Cu+2], COc1cc(B(O)O)ccc1OCC(C)(C)O, c1ccncc1. Yields the product COc1cc(-n2cnc(Cl)cc2=O)ccc1OCC(C)(C)O. Reaction SMILES: [C:37]([O-:38])(=[O:39])[CH3:40].[C:42]([O-:43])(=[O:44])[CH3:45].[CH3:32][OH:33].[Cl:1][c:2]1[cH:3][c:4](=[O:8])[nH:5][cH:6][n:7]1.[Cl:34][CH2:35][Cl:36].[Cu+2:41].[OH:9][C:10]([CH2:11][O:12][c:13]1[c:14]([O:22][CH3:23])[cH:15][c:16]([B:19]([OH:20])[OH:21])[cH:17][cH:18]1)([CH3:24])[CH3:25].[cH:26]1[cH:27][cH:28][n:29][cH:30][cH:31]1>>[Cl:1][c:2]1[cH:3][c:4](=[O:8])[n:5](-[c:16]2[cH:15][c:14]([O:22][CH3:23])[c:13]([O:12][CH2:11][C:10]([OH:9])([CH3:24])[CH3:25])[cH:18][cH:17]2)[cH:6][n:7]1. Starting materials: COC1=CC=C(CN2CCC3=NNC=4N=C(N=C2C43)SC)C=C1 (5-(4-methoxybenzyl)-7-(methylthio)-1,3,4,5-tetrahydro-1,2,5,6,8-pentaazaacenaphthylene), C(=O)([O-])[O-].[Cs+].[Cs+] (Cs2CO3), CI (MeI), C(C)(=O)OCC (Ethyl acetate). Run in CN(C)C=O (DMF), O (water). Reaction conditions: time 16 hour. Product: COC1=CC=C(CN2CCC3=NN(C=4N=C(N=C2C43)SC)C)C=C1 (5-(4-methoxybenzyl)-1-methyl-7-(methylthio)-1,3,4,5-tetrahydro-1,2,5,6,8-pentaazaacenaphthylene), solid. The yield is 95.0%. Reaction SMILES: [CH3:1][O:2][C:3]1[CH:23]=[CH:22][C:6]([CH2:7][N:8]2[C:18]3[C:19]4[C:11](=[N:12][NH:13][C:14]=4[N:15]=[C:16]([S:20][CH3:21])[N:17]=3)[CH2:10][CH2:9]2)=[CH:5][CH:4]=1.[C:24]([O-])([O-])=O.[Cs+].[Cs+].CI.C(OCC)(=O)C>CN(C=O)C.O>[CH3:1][O:2][C:3]1[CH:4]=[CH:5][C:6]([CH2:7][N:8]2[C:18]3[C:19]4[C:11](=[N:12][N:13]([CH3:24])[C:14]=4[N:15]=[C:16]([S:20][CH3:21])[N:17]=3)[CH2:10][CH2:9]2)=[CH:22][CH:23]=1 |f:1.2.3|. Reported procedure: To a solution of 5-(4-methoxybenzyl)-7-(methylthio)-1,3,4,5-tetrahydro-1,2,5,6,8-pentaazaacenaphthylene (3.10 g, 9.48 mmol) in DMF (120 mL) was added Cs2CO3 (15.4 g, 47.43 mmol) and MeI (1.76 mL, 28.45 mmol). The mixture was stirred at room temperature for 16 h. Ethyl acetate (250 mL) and water (150 mL) was added. The EtOAc layer was separated, washed with aqueous NaCl (3×150 mL), dried over Na2SO4, filtered and concentrated. The obtained residue was purified by flash silica gel chromatography (... Starting materials: ClC(C(C)(C)OC(=O)N1C2CN(CC1C(=C(C2)C2=CC=C(C=C2)OCCOC2=C(C=CC(=C2)F)Cl)C(=O)O)C(C)=O)(Cl)Cl (3-Acetyl-7-{4-[2-(2-chloro-5-fluorophenoxy)ethoxy]phenyl}-3,9-diazabicyclo-[3.3.1]non-6-ene-6,9-dicarboxylic acid 9-(2,2,2-trichloro-1,1-dimethylethyl) ester), BrC1=C(CNC2CC2)C=CC=C1 ((2-bromobenzyl)cyclopropylamine). The product is C(=O)O.BrC1=C(CN(C(=O)C=2[C@H]3CN(C[C@@H](CC2C2=CC=C(C=C2)OCCOC2=C(C=CC(=C2)F)Cl)N3)C(C)=O)C3CC3)C=CC=C1 ((rac.)-(1R*,5S*)-3-Acetyl-7-{4-[2-(2-chloro-5-fluorophenoxy)ethoxy]phenyl}-3,9-diazabicyclo[3.3.1]non-6-ene-6-carboxylic acid (2-bromobenzyl)cyclopropylamide formate salt). RXN SMILES: ClC(Cl)(Cl)C([O:6][C:7]([N:9]1[CH:14]2[C:15]([C:36](O)=[O:37])=[C:16]([C:18]3[CH:23]=[CH:22][C:21]([O:24][CH2:25][CH2:26][O:27][C:28]4[CH:33]=[C:32]([F:34])[CH:31]=[CH:30][C:29]=4[Cl:35])=[CH:20][CH:19]=3)[CH2:17][CH:10]1[CH2:11][N:12]([C:39](=[O:41])[CH3:40])[CH2:13]2)=[O:8])(C)C.[Br:44][C:45]1[CH:55]=[CH:54][CH:53]=[CH:52][C:46]=1[CH2:47][NH:48][CH:49]1[CH2:51][CH2:50]1>>[CH:7]([OH:8])=[O:6].[Br:44][C:45]1[CH:55]=[CH:54][CH:53]=[CH:52][C:46]=1[CH2:47][N:48]([CH:49]1[CH2:50][CH2:51]1)[C:36]([C:15]1[C@@H:14]2[NH:9][C@H:10]([CH2:17][C:16]=1[C:18]1[CH:19]=[CH:20][C:21]([O:24][CH2:25][CH2:26][O:27][C:28]3[CH:33]=[C:32]([F:34])[CH:31]=[CH:30][C:29]=3[Cl:35])=[CH:22][CH:23]=1)[CH2:11][N:12]([C:39](=[O:41])[CH3:40])[CH2:13]2)=[O:37] |f:2.3|. Reported procedure: Synthesized according to typical procedures H and E from bicyclononene BN10 and (2-bromobenzyl)cyclopropylamine. LC-MS: Rt=0.90; ES+: 684.11. Reactants: C1CCOC1, CN1CCC(CO)CC1, Oc1ccc(Cl)cc1I, c1ccc(P(c2ccccc2)c2ccccc2)cc1. Product: CN1CCC(COc2ccc(Cl)cc2I)CC1. Reaction SMILES: [CH2:38]1[O:39][CH2:40][CH2:41][CH2:42]1.[CH3:10][N:11]1[CH2:12][CH2:13][CH:14]([CH2:17][OH:18])[CH2:15][CH2:16]1.[Cl:1][c:2]1[cH:3][c:4]([I:9])[c:5]([OH:8])[cH:6][cH:7]1.[c:19]1([P:20]([c:21]2[cH:22][cH:23][cH:24][cH:25][cH:26]2)[c:27]2[cH:28][cH:29][cH:30][cH:31][cH:32]2)[cH:33][cH:34][cH:35][cH:36][cH:37]1>>[Cl:1][c:2]1[cH:3][c:4]([I:9])[c:5]([O:8][CH2:17][CH:14]2[CH2:13][CH2:12][N:11]([CH3:10])[CH2:16][CH2:15]2)[cH:6][cH:7]1. Reactants: C1(CCC2=CC=CC=C12)=O (1-indanone), N1CCCC1 (pyrrolidine). The product is C1C=C(C2=CC=CC=C12)N1CCCC1 (1-(1H-inden-3-yl)pyrrolidine). RXN SMILES: [C:1]1(=O)[C:9]2[C:4](=[CH:5][CH:6]=[CH:7][CH:8]=2)[CH2:3][CH2:2]1.[NH:11]1[CH2:15][CH2:14][CH2:13][CH2:12]1>>[CH2:3]1[C:4]2[C:9](=[CH:8][CH:7]=[CH:6][CH:5]=2)[C:1]([N:11]2[CH2:15][CH2:14][CH2:13][CH2:12]2)=[CH:2]1. Procedure: According to a modification of the procedure of Noland et al (Noland, W. E.; Kaneswaran, V. J. Org. Chem. 1981, 46, 1940-1944.), 1-indanone (25.0 g, 0.189 mol) and 50 mL of pyrrolidine which had been dried over 3A sieves were added to a 500 mL, 3-neck flask equipped with an overhead stirrer, Dean-Stark apparatus and condenser which was maintained under a dry N2 atmosphere. Benzene (200 mL dried over 4A sieves) was added and the solution was brought to reflux for 30 hours. At the end of this peri... Starting materials: CO (MeOH), CSC1=NC=CC(=N1)C#CC1=CC(=CC=C1)[N+](=O)[O-] (2-(methylthio)-4-[(3-nitrophenyl)ethynyl]pyrimidine), [I-].N[N+]1=CC=CC=C1 (N-aminopyridinium iodide), [OH-].[K+] (potassium hydroxide). The solvent is C(Cl)Cl (DCM), O (water), C(Cl)Cl (DCM), C(Cl)Cl (DCM), O (water). Conditions: time 16 hour. Product: CSC1=NC=CC(=N1)C=1C(=NN2C1C=CC=C2)C2=CC(=CC=C2)[N+](=O)[O-] (3-[2-(Methylthio)-4-pyrimidinyl]-2-(3-nitrophenyl)pyrazolo[1,5-a]pyridine). Reaction SMILES: [CH3:1][S:2][C:3]1[N:8]=[C:7]([C:9]#[C:10][C:11]2[CH:16]=[CH:15][CH:14]=[C:13]([N+:17]([O-:19])=[O:18])[CH:12]=2)[CH:6]=[CH:5][N:4]=1.[I-].[NH2:21][N+:22]1[CH:27]=[CH:26][CH:25]=[CH:24][CH:23]=1.[OH-].[K+].CO>C(Cl)Cl.O>[CH3:1][S:2][C:3]1[N:8]=[C:7]([C:9]2[C:10]([C:11]3[CH:16]=[CH:15][CH:14]=[C:13]([N+:17]([O-:19])=[O:18])[CH:12]=3)=[N:21][N:22]3[CH:27]=[CH:26][CH:25]=[CH:24][C:23]=23)[CH:6]=[CH:5][N:4]=1 |f:1.2,3.4|. Procedure: To a 0° C. solution of 2-(methylthio)-4-[(3-nitrophenyl)ethynyl]pyrimidine (4.0 g, 14.7 mmol) and N-aminopyridinium iodide (6.53 g, 29.4 mmol) in DCM (150 mL) was added potassium hydroxide (2.06 g, 36.8 mmol) in water (50 mL). The reaction was allowed to warm to rt and stirred for 16 h. The mixture was diluted with DCM and water. The organic layer was separated and the aqueous layer is extracted with DCM. The combined organic layers were dried over MgSO4, filtered and concentrated to give a dark... Starting materials: CCOC(=O)COc1c(C)cccc1CBr, CC#N, [K+], [K+], O=C([O-])[O-], CN(C)C=O, CC(=O)c1ccc(OCc2ccc3ccccc3n2)cc1O. Yields the product CCOC(=O)COc1c(C)cccc1COc1cc(OCc2ccc3ccccc3n2)ccc1C(C)=O. As a reaction SMILES: [Br:23][CH2:24][c:25]1[c:26]([O:27][CH2:28][C:29](=[O:30])[O:31][CH2:32][CH3:33])[c:34]([CH3:38])[cH:35][cH:36][cH:37]1.[CH3:50][C:51]#[N:52].[K+:39].[K+:40].[O-:41][C:42]([O-:43])=[O:44].[O:45]=[CH:46][N:47]([CH3:48])[CH3:49].[OH:1][c:2]1[c:3]([C:20]([CH3:21])=[O:22])[cH:4][cH:5][c:6]([O:8][CH2:9][c:10]2[n:11][c:12]3[cH:13][cH:14][cH:15][cH:16][c:17]3[cH:18][cH:19]2)[cH:7]1>>[O:1]([c:2]1[c:3]([C:20]([CH3:21])=[O:22])[cH:4][cH:5][c:6]([O:8][CH2:9][c:10]2[n:11][c:12]3[cH:13][cH:14][cH:15][cH:16][c:17]3[cH:18][cH:19]2)[cH:7]1)[CH2:24][c:25]1[c:26]([O:27][CH2:28][C:29](=[O:30])[O:31][CH2:32][CH3:33])[c:34]([CH3:38])[cH:35][cH:36][cH:37]1. Starting materials: COc1ccc([N+](=O)[O-])c(OC)c1C(=O)Nc1c(C)cc(C(F)(C(F)(F)F)C(F)(F)F)cc1C, CCO. Yields the product COc1ccc(N)c(OC)c1C(=O)Nc1c(C)cc(C(F)(C(F)(F)F)C(F)(F)F)cc1C. Reaction SMILES: [CH3:1][c:2]1[c:3]([NH:19][C:20]([c:21]2[c:22]([O:32][CH3:33])[c:23]([N+:29]([O-:30])=[O:31])[cH:24][cH:25][c:26]2[O:27][CH3:28])=[O:34])[c:4]([CH3:18])[cH:5][c:6]([C:8]([C:9]([F:10])([F:11])[F:12])([C:13]([F:14])([F:15])[F:16])[F:17])[cH:7]1.[CH3:35][CH2:36][OH:37]>>[CH3:1][c:2]1[c:3]([NH:19][C:20]([c:21]2[c:22]([O:32][CH3:33])[c:23]([NH2:29])[cH:24][cH:25][c:26]2[O:27][CH3:28])=[O:34])[c:4]([CH3:18])[cH:5][c:6]([C:8]([C:9]([F:10])([F:11])[F:12])([C:13]([F:14])([F:15])[F:16])[F:17])[cH:7]1.